From a dataset of the Open Reaction Database (ORD), a public repository of structured organic reaction records. describe an organic reaction: reactants, conditions, products, and yield The reactants are O=C([O-])[O-], CC#N, O=[N+]([O-])c1ccc(F)cc1, [K+], [K+], O, OCC1CCNCC1. The product is O=[N+]([O-])c1ccc(N2CCC(CO)CC2)cc1. Reaction SMILES: [C:9](=[O:10])([O-:11])[O-:12].[CH3:15][C:16]#[N:17].[F:18][c:19]1[cH:20][cH:21][c:22]([N+:25](=[O:26])[O-:27])[cH:23][cH:24]1.[K+:13].[K+:14].[OH2:28].[OH:1][CH2:2][CH:3]1[CH2:4][CH2:5][NH:6][CH2:7][CH2:8]1>>[OH:1][CH2:2][CH:3]1[CH2:4][CH2:5][N:6]([c:19]2[cH:20][cH:21][c:22]([N+:25](=[O:26])[O-:27])[cH:23][cH:24]2)[CH2:7][CH2:8]1. Reactants: C=1SC=C2NC3=C(NCC21)C=CC=C3 (9,10-dihydro-4H-thieno[3,4-b][1,5]benzodiazepine), C=1(C(=CC=CC1)C(=O)NC1=CC=C(C=N1)C(=O)Cl)C1=CC=CC=C1 (6-[([1,1'-biphenyl]-2-carbonyl)amino]-pyridine-3-carbonyl chloride). Yields the product C=1SC=C2NC3=C(N(CC21)C=2C=CC(=NC2)NC(=O)C=2C(=CC=CC2)C2=CC=CC=C2)C=CC=C3 (N-[5-(4H-Thieno[3,4-b][1,5]benzodiazepin-9(10H)-yl)-2-pyridinyl][1,1'-biphenyl]-2-carboxamide). Reaction SMILES: [CH:1]1[S:2][CH:3]=[C:4]2[C:10]=1[CH2:9][NH:8][C:7]1[CH:11]=[CH:12][CH:13]=[CH:14][C:6]=1[NH:5]2.[C:15]1([C:33]2[CH:38]=[CH:37][CH:36]=[CH:35][CH:34]=2)[C:16]([C:21]([NH:23][C:24]2[N:29]=[CH:28][C:27](C(Cl)=O)=[CH:26][CH:25]=2)=[O:22])=[CH:17][CH:18]=[CH:19][CH:20]=1>>[CH:1]1[S:2][CH:3]=[C:4]2[C:10]=1[CH2:9][N:8]([C:27]1[CH:26]=[CH:25][C:24]([NH:23][C:21]([C:16]3[C:15]([C:33]4[CH:38]=[CH:37][CH:36]=[CH:35][CH:34]=4)=[CH:20][CH:19]=[CH:18][CH:17]=3)=[O:22])=[N:29][CH:28]=1)[C:7]1[CH:11]=[CH:12][CH:13]=[CH:14][C:6]=1[NH:5]2. Reported procedure: As described for Example 400, 9,10-dihydro-4H-thieno[3,4-b][1,5]benzodiazepine is reacted with 6-[([1,1'-biphenyl]-2-carbonyl)amino]-pyridine-3-carbonyl chloride to give the product as a solid. Reactants: CCOC(=O)c1onc(-c2ccccc2)c1[N+](=O)[O-], CCO. Product: CCOC(=O)c1onc(-c2ccccc2)c1N. As a reaction SMILES: [CH2:1]([CH3:2])[O:3][C:4](=[O:5])[c:6]1[c:7]([N+:17]([O-:18])=[O:19])[c:8](-[c:11]2[cH:12][cH:13][cH:14][cH:15][cH:16]2)[n:9][o:10]1.[CH3:20][CH2:21][OH:22]>>[CH2:1]([CH3:2])[O:3][C:4](=[O:5])[c:6]1[c:7]([NH2:17])[c:8](-[c:11]2[cH:12][cH:13][cH:14][cH:15][cH:16]2)[n:9][o:10]1. The reactants are F[C@@H]1[C@@H](O[C@@H]([C@H]1O)CO)N1C(=O)N=C(NC(C2=CC=CC=C2)=O)C=C1 (1-(2-deoxy-2-fluoro-β-D-arabinofuranosyl)-N4 -benzoylcytosine), C(C1=CC=CC=C1)(=O)NC1=NC(N([C@H]2C[C@H](O)[C@@H](COC(C3=CC=C(C=C3)OC)(C3=CC=C(C=C3)OC)C3=CC=CC=C3)O2)C=C1)=O (N4 -benzoyl-5'-O-(4,4'-dimethoxytrityl)-2'-deoxycytidine). Yields the product COC1=CC=C(C(C2=CC=C(C=C2)OC)(C2=CC=CC=C2)OC[C@@H]2[C@H]([C@@H]([C@@H](O2)N2C(=O)N=C(NC(C3=CC=CC=C3)=O)C=C2)F)O)C=C1 (1-[2-Deoxy-5-O-(4,4'-dimethoxytrityl)-2-fluoro-β-D-arabinofuranosyl]-N4 -benzoylcytosine). RXN SMILES: [F:1][C@H:2]1[C@H:6]([OH:7])[C@@H:5]([CH2:8][OH:9])[O:4][C@H:3]1[N:10]1[CH:25]=[CH:24][C:14]([NH:15][C:16](=[O:23])[C:17]2[CH:22]=[CH:21][CH:20]=[CH:19][CH:18]=2)=[N:13][C:11]1=[O:12].C(NC1C=CN([C@@H]2O[C@H](CO[C:46]([C:63]3[CH:68]=[CH:67][CH:66]=[CH:65][CH:64]=3)([C:55]3[CH:60]=[CH:59][C:58]([O:61][CH3:62])=[CH:57][CH:56]=3)[C:47]3[CH:52]=[CH:51][C:50]([O:53][CH3:54])=[CH:49][CH:48]=3)[C@@H](O)C2)C(=O)N=1)(=O)C1C=CC=CC=1>>[CH3:62][O:61][C:58]1[CH:57]=[CH:56][C:55]([C:46]([O:9][CH2:8][C@H:5]2[O:4][C@@H:3]([N:10]3[CH:25]=[CH:24][C:14]([NH:15][C:16](=[O:23])[C:17]4[CH:22]=[CH:21][CH:20]=[CH:19][CH:18]=4)=[N:13][C:11]3=[O:12])[C@@H:2]([F:1])[C@@H:6]2[OH:7])([C:63]2[CH:64]=[CH:65][CH:66]=[CH:67][CH:68]=2)[C:47]2[CH:52]=[CH:51][C:50]([O:53][CH3:54])=[CH:49][CH:48]=2)=[CH:60][CH:59]=1. Procedure: This compound is prepared from 1-(2-deoxy-2-fluoro-β-D-arabinofuranosyl)-N4 -benzoylcytosine by the same procedure used for the preparation of N4 -benzoyl-5'-O-(4,4'-dimethoxytrityl)-2'-deoxycytidine. The reactants are Cc1ccccc1, O=C(Cc1c(-c2ccccc2)c2cc3c(cc2oc1=O)C(O)CC3)Nc1ccc(F)cc1C(F)(F)F. Product: O=C(Cc1c(-c2ccccc2)c2cc3c(cc2oc1=O)C=CC3)Nc1ccc(F)cc1C(F)(F)F. Reaction SMILES: [CH3:37][c:38]1[cH:39][cH:40][cH:41][cH:42][cH:43]1.[F:1][c:2]1[cH:3][c:4]([C:33]([F:34])([F:35])[F:36])[c:5]([NH:8][C:9]([CH2:10][c:11]2[c:12](=[O:31])[o:13][c:14]3[cH:15][c:16]4[c:17]([cH:18][c:19]3[c:20]2-[c:21]2[cH:22][cH:23][cH:24][cH:25][cH:26]2)[CH2:27][CH2:28][CH:29]4[OH:30])=[O:32])[cH:6][cH:7]1>>[F:1][c:2]1[cH:3][c:4]([C:33]([F:34])([F:35])[F:36])[c:5]([NH:8][C:9]([CH2:10][c:11]2[c:12](=[O:31])[o:13][c:14]3[cH:15][c:16]4[c:17]([cH:18][c:19]3[c:20]2-[c:21]2[cH:22][cH:23][cH:24][cH:25][cH:26]2)[CH2:27][CH:28]=[CH:29]4)=[O:32])[cH:6][cH:7]1. As a reaction SMILES: [CH:1]1([CH2:6][CH:7]([C:18]2[NH:30][C:21]3=[N:22][CH:23]=[C:24]([CH2:26][C:27]([OH:29])=O)[CH:25]=[C:20]3[CH:19]=2)[C:8]2[CH:13]=[CH:12][C:11]([S:14]([CH3:17])(=[O:16])=[O:15])=[CH:10][CH:9]=2)[CH2:5][CH2:4][CH2:3][CH2:2]1.Cl.[CH3:32][NH:33][CH3:34].CN1CCOCC1.O.ON1C2C=CC=CC=2N=N1.Cl.CN(C)CCCN=C=NCC>CN(C)C=O.C(OCC)(=O)C>[CH:1]1([CH2:6][CH:7]([C:18]2[NH:30][C:21]3=[N:22][CH:23]=[C:24]([CH2:26][C:27]([N:33]([CH3:34])[CH3:32])=[O:29])[CH:25]=[C:20]3[CH:19]=2)[C:8]2[CH:9]=[CH:10][C:11]([S:14]([CH3:17])(=[O:15])=[O:16])=[CH:12][CH:13]=2)[CH2:5][CH2:4][CH2:3][CH2:2]1 |f:1.2,4.5,6.7|. Procedure details: To a solution of {2-[2-cyclopentyl-1-(4-methanesulfonyl-phenyl)-ethyl]-1H-pyrrolo[2,3-b]pyridin-5-yl}-acetic acid (75 mg, 0.17 mmol) and dimethylamine hydrochloride (43 mg, 0.53 mmol) in N,N-dimethylformamide (2 mL) and N-methylmorpholine (97 uL, 0.88 mmol) was added 1-hydroxybenzotriazole hydrate (110 mg, 0.81 mmol) followed by N-(3-dimethylaminopropyl)-N′-ethylcarbodiimide hydrochloride (68 mg, 0.35 mmol) in one portion. The mixture was stirred at 25° C. for 6 h. The mixture was diluted with e... Yield: 58.4%. Reaction conditions: temperature 25 celsius, time 6 hour. Starting materials: C1(CCCC1)CC(C1=CC=C(C=C1)S(=O)(=O)C)C1=CC=2C(=NC=C(C2)CC(=O)O)N1 ({2-[2-cyclopentyl-1-(4-methanesulfonyl-phenyl)-ethyl]-1H-pyrrolo[2,3-b]pyridin-5-yl}-acetic acid), Cl.CNC (dimethylamine hydrochloride), CN1CCOCC1 (N-methylmorpholine), O.ON1N=NC2=C1C=CC=C2 (1-hydroxybenzotriazole hydrate), Cl.CN(CCCN=C=NCC)C (N-(3-dimethylaminopropyl)-N′-ethylcarbodiimide hydrochloride). Yields the product C1(CCCC1)CC(C1=CC=C(C=C1)S(=O)(=O)C)C1=CC=2C(=NC=C(C2)CC(=O)N(C)C)N1 (2-{2-[2-cyclopentyl-1-(4-methanesulfonyl-phenyl)-ethyl]-1H-pyrrolo[2,3-b]pyridin-5-yl}-N,N-dimethyl-acetamide). Solvent: CN(C=O)C (N,N-dimethylformamide), C(C)(=O)OCC (ethyl acetate). Reactants: BrCC=CCOC1=CC(=CC=C1)C(C(C(C(C(C(C(C(F)(F)F)(F)F)(F)F)(F)F)(F)F)(F)F)(F)F)(F)F (1-bromo-4-[3-(perfluoro-n-octyl)phenoxy]but-2-ene), CN (methyl amine), C(C)O (ethanol). Run in O1CCCC1 (tetrahydrofuran), O1CCCC1 (tetrahydrofuran). Conditions: time 2 hour. Yields the product CNCC=CCOC1=CC(=CC=C1)C(C(C(C(C(C(C(C(F)(F)F)(F)F)(F)F)(F)F)(F)F)(F)F)(F)F)(F)F (N-methyl-4-[3-(perfluoro-n-octyl)phenoxy]but-2-enamine). RXN SMILES: Br[CH2:2][CH:3]=[CH:4][CH2:5][O:6][C:7]1[CH:12]=[CH:11][CH:10]=[C:9]([C:13]([F:37])([F:36])[C:14]([F:35])([F:34])[C:15]([F:33])([F:32])[C:16]([F:31])([F:30])[C:17]([F:29])([F:28])[C:18]([F:27])([F:26])[C:19]([F:25])([F:24])[C:20]([F:23])([F:22])[F:21])[CH:8]=1.[CH3:38][NH2:39].C(O)C>O1CCCC1>[CH3:38][NH:39][CH2:2][CH:3]=[CH:4][CH2:5][O:6][C:7]1[CH:12]=[CH:11][CH:10]=[C:9]([C:13]([F:37])([F:36])[C:14]([F:35])([F:34])[C:15]([F:33])([F:32])[C:16]([F:31])([F:30])[C:17]([F:29])([F:28])[C:18]([F:27])([F:26])[C:19]([F:25])([F:24])[C:20]([F:23])([F:22])[F:21])[CH:8]=1. Procedure: A solution of (1-bromo-4-[3-(perfluoro-n-octyl)phenoxy]but-2-ene (12.9 g) in tetrahydrofuran (20 mL) is added to a solution of 40 wt % methyl amine (20 mL), ethanol (20 mL) and tetrahydrofuran (20 mL) at 40° C. The mixture is stirred at ambient temperature for 2 hr. and extracted in the normal fashion. The resulting oil is Kugelrohr distilled to give N-methyl-4-[3-(perfluoro-n-octyl)phenoxy]but-2-enamine.